From a dataset of the Open Reaction Database (ORD), a public repository of structured organic reaction records. describe an organic reaction: reactants, conditions, products, and yield Starting materials: COC(Cc1ccc(OCCCOc2ccccc2)cc1)C(=O)O, COC(Cc1cccc(OCCOc2ccccc2C(C)C)c1)C(=O)O, Oc1cccc(F)c1. Yields the product COC(Cc1cccc(OCCOc2cccc(F)c2)c1)C(=O)O. Reaction SMILES: [CH3:35][O:36][CH:37]([CH2:38][c:39]1[cH:40][cH:41][c:42]([O:43][CH2:44][CH2:45][CH2:46][O:47][c:48]2[cH:49][cH:50][cH:51][cH:52][cH:53]2)[cH:54][cH:55]1)[C:56]([OH:57])=[O:58].[CH:9]([c:10]1[cH:11][cH:12][cH:13][cH:14][c:31]1[O:32][CH2:15][CH2:16][O:17][c:18]1[cH:19][c:20]([CH2:24][CH:25]([C:26](=[O:27])[OH:28])[O:29][CH3:30])[cH:21][cH:22][cH:23]1)([CH3:33])[CH3:34].[F:1][c:2]1[cH:3][c:4]([OH:8])[cH:5][cH:6][cH:7]1>>[F:1][c:2]1[cH:3][c:4]([O:8][CH2:15][CH2:16][O:17][c:18]2[cH:19][c:20]([CH2:24][CH:25]([C:26](=[O:27])[OH:28])[O:29][CH3:30])[cH:21][cH:22][cH:23]2)[cH:5][cH:6][cH:7]1. Starting materials: amide, C(=O)([O-])[O-].[K+].[K+] (K2CO3), N([C@@H](C)C(=O)O)C(=O)OC(C)(C)C (Boc-L-Ala-OH), NC=1C=C(C=CC1N)F (3,4-diamino-1-fluorobenzene). The solvent is CC(=O)O (AcOH), CCOC(=O)C (EtOAc), N1=CC=CC=C1 (pyridine), CCOC(=O)C (EtOAc). Run at time 20 minute. Yields the product FC=1C=CC2=C(NC(=N2)[C@H](C)NC(OC(C)(C)C)=O)C1 ((S)-tert-butyl 1-(6-fluoro-1H-benzo[d]imidazol-2-yl)ethylcarbamate). RXN SMILES: [NH:1]([C:7]([O:9][C:10]([CH3:13])([CH3:12])[CH3:11])=[O:8])[C@H:2]([C:4](O)=O)[CH3:3].[NH2:14][C:15]1[CH:16]=[C:17]([F:22])[CH:18]=[CH:19][C:20]=1[NH2:21].C([O-])([O-])=O.[K+].[K+]>N1C=CC=CC=1.CCOC(C)=O.CC(O)=O>[F:22][C:17]1[CH:18]=[CH:19][C:20]2[N:21]=[C:4]([C@@H:2]([NH:1][C:7](=[O:8])[O:9][C:10]([CH3:13])([CH3:12])[CH3:11])[CH3:3])[NH:14][C:15]=2[CH:16]=1 |f:2.3.4|. Procedure details: Boc-L-Ala-OH (3.00 g, 15.86 mmol) and 3,4-diamino-1-fluorobenzene (2.00 g, 15.86 mmol) were mixed in pyridine (52.9 mL). EDCBCl (9.12 g, 47.6 mmol) was added and the mixture was stirred at ambient temperature for 20 min. The reaction mixture was diluted with EtOAc, washed with water, 1.0 N HCl and brine. The organic layer was dried with Na2SO4, filtered, and concentrated. The crude residue was purified by column chromatography on a 120 g of Redi-Sep™ column using 0 to 100% gradient of EtOAc in h... The reactants are BrC1=CC2=C(N1C(C)C)C(N(C2=O)C=2C(=NN(C2)C)C)C2=CC=C(C=C2)Cl (2-bromo-6-(4-chloro-phenyl)-5-(1,3-dimethyl-1H-pyrazol-4-yl)-1-isopropyl-5,6-dihydro-1H-pyrrolo[3,4-b]pyrrol-4-one), C(#N)C=1C=CC(=C(C1)B(O)O)OC (5-cyano-2-methoxyphenylboronic acid), COC1=NC=C(C(=N1)OC)B(O)O (2,4-dimethoxypyrimidine-5-boronic acid), BrC1=CC2=C(N1C(C)C)C(N(C2=O)C2=C(C=CC(=C2)Cl)C)C2=CC=C(C=C2)Cl (2-bromo-5-(5-chloro-2-methyl-phenyl)-6-(4-chloro-phenyl)-1-isopropyl-5,6-dihydro-1H-pyrrolo[3,4-b]pyrrol-4-one). Product: ClC1=CC=C(C=C1)C1N(C(C2=C1N(C(=C2)C=2C(=NC(=NC2)OC)OC)C(C)C)=O)C=2C(=NN(C2)C)C (6-(4-Chloro-phenyl)-2-(2,4-dimethoxy-pyrimidin-5-yl)-5-(1,3-dimethyl-1H-pyrazol-4-yl)-1-isopropyl-5,6-dihydro-1H-pyrrolo[3,4-b]pyrrol-4-one). Reaction SMILES: Br[C:2]1[N:6]([CH:7]([CH3:9])[CH3:8])[C:5]2[CH:10]([C:21]3[CH:26]=[CH:25][C:24]([Cl:27])=[CH:23][CH:22]=3)[N:11]([C:14]3[C:15]([CH3:20])=[N:16][N:17]([CH3:19])[CH:18]=3)[C:12](=[O:13])[C:4]=2[CH:3]=1.[CH3:28][O:29][C:30]1[N:35]=[C:34]([O:36][CH3:37])[C:33](B(O)O)=[CH:32][N:31]=1.BrC1N(C(C)C)C2C(C3C=CC(Cl)=CC=3)N(C3C=C(Cl)C=CC=3C)C(=O)C=2C=1.C(C1C=CC(OC)=C(B(O)O)C=1)#N>>[Cl:27][C:24]1[CH:25]=[CH:26][C:21]([CH:10]2[C:5]3[N:6]([CH:7]([CH3:9])[CH3:8])[C:2]([C:33]4[C:34]([O:36][CH3:37])=[N:35][C:30]([O:29][CH3:28])=[N:31][CH:32]=4)=[CH:3][C:4]=3[C:12](=[O:13])[N:11]2[C:14]2[C:15]([CH3:20])=[N:16][N:17]([CH3:19])[CH:18]=2)=[CH:22][CH:23]=1. Procedure: The title compound was prepared in analogy to the procedure described for Example 17 but 2-bromo-6-(4-chloro-phenyl)-5-(1,3-dimethyl-1H-pyrazol-4-yl)-1-isopropyl-5,6-dihydro-1H-pyrrolo[3,4-b]pyrrol-4-one (Intermediate AY) and 2,4-dimethoxypyrimidine-5-boronic acid were used instead of 2-bromo-5-(5-chloro-2-methyl-phenyl)-6-(4-chloro-phenyl)-1-isopropyl-5,6-dihydro-1H-pyrrolo[3,4-b]pyrrol-4-one and 5-cyano-2-methoxyphenylboronic acid respectively. The title compound was obtained as a white solid.... Reactants: C1CN2CCN1CC2, CCOC(C)=O, O, c1ccc2c(c1)[nH]c1ccccc12. The product is Cn1c2ccccc2c2ccccc21. Reaction SMILES: [CH2:14]1[N:15]2[CH2:16][CH2:17][N:18]([CH2:19][CH2:20]2)[CH2:21]1.[CH3:22][CH2:23][O:24][C:25]([CH3:26])=[O:27].[OH2:28].[cH:1]1[cH:2][cH:3][cH:4][c:5]2[c:6]3[cH:7][cH:8][cH:9][cH:10][c:11]3[nH:12][c:13]12>>[cH:1]1[cH:2][cH:3][cH:4][c:5]2[c:6]3[cH:7][cH:8][cH:9][cH:10][c:11]3[n:12]([CH3:14])[c:13]12.